From a dataset of the Open Reaction Database (ORD), a public repository of structured organic reaction records. describe an organic reaction: reactants, conditions, products, and yield Starting materials: C(C)[Si](C1=CC(=CO1)C=O)(CC)CC (5-Triethylsilyl-3-furaldehyde), O=C(CP(OCC)(OCC)=O)CCCCCCCCCCC (diethyl 2-oxotridecylphosphonate), C(CCC)[Li] (n-butyl lithium). Yields the product C(C)[Si](C1=CC(=CO1)C=CC(CCCCCCCCCCC)=O)(CC)CC (5-triethylsilyl-3-(3-oxo-1-tetradecenyl)furan). As a reaction SMILES: [CH2:1]([Si:3]([CH2:13][CH3:14])([CH2:11][CH3:12])[C:4]1[O:8][CH:7]=[C:6]([CH:9]=O)[CH:5]=1)[CH3:2].[O:15]=[C:16]([CH2:26][CH2:27][CH2:28][CH2:29][CH2:30][CH2:31][CH2:32][CH2:33][CH2:34][CH2:35][CH3:36])[CH2:17]P(=O)(OCC)OCC.C([Li])CCC>>[CH2:1]([Si:3]([CH2:13][CH3:14])([CH2:11][CH3:12])[C:4]1[O:8][CH:7]=[C:6]([CH:9]=[CH:17][C:16](=[O:15])[CH2:26][CH2:27][CH2:28][CH2:29][CH2:30][CH2:31][CH2:32][CH2:33][CH2:34][CH2:35][CH3:36])[CH:5]=1)[CH3:2]. Reported procedure: 5-Triethylsilyl-3-furaldehyde is reacted with diethyl 2-oxotridecylphosphonate and n-butyl lithium to give 5-triethylsilyl-3-(3-oxo-1-tetradecenyl)furan. Oxidizing using Rose Bengal and oxygen gives 4-(3-oxo-1-tetradecenyl)-5-hydroxy-2(5H)-furanone. Reactants: [H-].[Na+] (NaH), [H-].[Na+] (NaH), N1(CCCC1)CCCOC1=CC=C(C=C1)CC#N ([4-(3-Pyrrolidin-1-ylpropoxy)phenyl]acetonitrile), BrCCOCCBr (2-bromoethylether), ice. Run in CN(C)C=O (DMF), CN(C)C=O (DMF), CN(C)C=O (DMF). Run at time 30 minute. Yields the product N1(CCCC1)CCCOC1=CC=C(C=C1)C1(CCOCC1)C#N (4-[4-(3-Pyrrolidin-1-yl-propoxy)-phenyl]-tetrahydro-pyran-4-carbonitrile). The yield is 70.0%. Reaction SMILES: [H-].[Na+].[N:3]1([CH2:8][CH2:9][CH2:10][O:11][C:12]2[CH:17]=[CH:16][C:15]([CH2:18][C:19]#[N:20])=[CH:14][CH:13]=2)[CH2:7][CH2:6][CH2:5][CH2:4]1.Br[CH2:22][CH2:23][O:24][CH2:25][CH2:26]Br>CN(C=O)C>[N:3]1([CH2:8][CH2:9][CH2:10][O:11][C:12]2[CH:13]=[CH:14][C:15]([C:18]3([C:19]#[N:20])[CH2:26][CH2:25][O:24][CH2:23][CH2:22]3)=[CH:16][CH:17]=2)[CH2:4][CH2:5][CH2:6][CH2:7]1 |f:0.1|. Reported procedure: NaH (14.6 g, 0.61 mol) was suspended in DMF (100 mL). [4-(3-Pyrrolidin-1-ylpropoxy)phenyl]acetonitrile (25.5 g, 0.10 mol) was dissolved in DMF (100 mL) and added dropwise to the ice-cooled suspension of NaH. The reaction mixture was stirred at room temperature for 30 min followed by dropwise addition of 2-bromoethylether (36.2 g, 0.16 mol) in DMF (200 mL) in ice-cold condition. The reaction mixture was poured into ice-cold water. The solid was filtered, washed with water, dried and the resulting...